The task is: describe an organic reaction: reactants, conditions, products, and yield. This data is from the Open Reaction Database (ORD), a public repository of structured organic reaction records. Reactants: I.FC=1C=C(C=CC1N1N=CN=C1C)NC(=N)SC (Methyl 3-fluoro-4-(5-methyl-1H-1,2,4-triazol-1-yl)phenylcarbamimidothioate, hydroiodide), C(C)(C)N(C(C)C)CC (N,N-diisopropylethylamine), NN (hydrazine), ClCCCCC(C(=O)O)C1=CC=C(C=C1)OCC(F)F (6-chloro-2-(4-(2,2-difluoroethoxy)phenyl)hexanoic acid), CN1CCOCC1 (N-methylmorpholine). Product: ClCCCCC(C1=CC=C(C=C1)OCC(F)F)C1=NC(=NN1)NC1=CC(=C(C=C1)N1N=CN=C1C)F (5-(5-chloro-1-(4-(2,2-difluoroethoxy)phenyl)pentyl)-N-(3-fluoro-4-(5-methyl-1H-1,2,4-triazol-1-yl)phenyl)-1H-1,2,4-triazol-3-amine). As a reaction SMILES: I.[F:2][C:3]1[CH:4]=[C:5]([NH:15][C:16](SC)=[NH:17])[CH:6]=[CH:7][C:8]=1[N:9]1[C:13]([CH3:14])=[N:12][CH:11]=[N:10]1.[Cl:20][CH2:21][CH2:22][CH2:23][CH2:24][CH:25]([C:29]1[CH:34]=[CH:33][C:32]([O:35][CH2:36][CH:37]([F:39])[F:38])=[CH:31][CH:30]=1)[C:26](O)=O.CN1CCOCC1.C(N(CC)C(C)C)(C)C.[NH2:56][NH2:57]>>[Cl:20][CH2:21][CH2:22][CH2:23][CH2:24][CH:25]([C:26]1[NH:57][N:56]=[C:16]([NH:15][C:5]2[CH:6]=[CH:7][C:8]([N:9]3[C:13]([CH3:14])=[N:12][CH:11]=[N:10]3)=[C:3]([F:2])[CH:4]=2)[N:17]=1)[C:29]1[CH:30]=[CH:31][C:32]([O:35][CH2:36][CH:37]([F:38])[F:39])=[CH:33][CH:34]=1 |f:0.1|. Procedure details: Methyl 3-fluoro-4-(5-methyl-1H-1,2,4-triazol-1-yl)phenylcarbamimidothioate, hydroiodide (1.22 g, 3.10 mmol, from preparation C) and 6-chloro-2-(4-(2,2-difluoroethoxy)phenyl)hexanoic acid (1.0 g, 3.26 mmol, from preparation AX) were coupled [N-methylmorpholine (1.71 mL, 15.5 mmol) was substituted for N,N-diisopropylethylamine] and then reacted with hydrazine (0.490 mL, 15.5 mmol) using a procedure analogous to Step A of Example 13. After an aqueous workup, 5-(5-chloro-1-(4-(2,2-difluoroethoxy)phe... Starting materials: CCOC(=O)C1(CCNc2ccc(Br)cc2C)CCN(C(=O)OC(C)(C)C)CC1, C1CCOC1, CC(C)(C)[O-], ClCCl, [K+], O. Yields the product Cc1cc(Br)ccc1N1CCC2(CCN(C(=O)OC(C)(C)C)CC2)C1=O. As a reaction SMILES: [CH2:1]([O:2][C:4](=[O:5])[C:6]1([CH2:19][CH2:20][NH:21][c:22]2[c:23]([CH3:29])[cH:24][c:25]([Br:28])[cH:26][cH:27]2)[CH2:7][CH2:8][N:9]([C:12](=[O:13])[O:14][C:15]([CH3:16])([CH3:17])[CH3:18])[CH2:10][CH2:11]1)[CH3:3].[CH2:37]1[O:38][CH2:39][CH2:40][CH2:41]1.[CH3:30][C:31]([CH3:32])([O-:33])[CH3:34].[Cl:42][CH2:43][Cl:44].[K+:35].[OH2:36]>>[C:4]1(=[O:5])[C:6]2([CH2:7][CH2:8][N:9]([C:12](=[O:13])[O:14][C:15]([CH3:16])([CH3:17])[CH3:18])[CH2:10][CH2:11]2)[CH2:19][CH2:20][N:21]1[c:22]1[c:23]([CH3:29])[cH:24][c:25]([Br:28])[cH:26][cH:27]1. Reactants: [Al+3], O=C(Cl)c1ccc(Br)cc1Cl, COc1ccccc1, [Cl-], [Cl-], [Cl-], O=[N+]([O-])c1ccccc1. Product: COc1ccc(C(=O)c2ccc(Br)cc2Cl)cc1. RXN SMILES: [Al+3:2].[Br:5][c:6]1[cH:7][c:8]([Cl:15])[c:9]([C:10](=[O:11])[Cl:12])[cH:13][cH:14]1.[CH3:16][O:17][c:18]1[cH:19][cH:20][cH:21][cH:22][cH:23]1.[Cl-:1].[Cl-:3].[Cl-:4].[O-:24][N+:25]([c:26]1[cH:27][cH:28][cH:29][cH:30][cH:31]1)=[O:32]>>[Br:5][c:6]1[cH:7][c:8]([Cl:15])[c:9]([C:10](=[O:11])[c:21]2[cH:20][cH:19][c:18]([O:17][CH3:16])[cH:23][cH:22]2)[cH:13][cH:14]1. Reactants: ClC=1C(=CC(=C(C1)C(C)=O)O)C (1-(5-chloro-2-hydroxy-4-methylphenyl)ethanone), BrN1C(CCC1=O)=O (N-bromosuccinimide). Run in C(C)(=O)O (acetic acid). Reaction conditions: time 18 hour. The product is BrC=1C(=C(C=C(C1C)Cl)C(C)=O)O (1-(3-Bromo-5-chloro-2-hydroxy-4-methylphenyl)ethanone). Reaction SMILES: [Cl:1][C:2]1[C:3]([CH3:12])=[CH:4][C:5]([OH:11])=[C:6]([C:8](=[O:10])[CH3:9])[CH:7]=1.[Br:13]N1C(=O)CCC1=O>C(O)(=O)C>[Br:13][C:4]1[C:5]([OH:11])=[C:6]([C:8](=[O:10])[CH3:9])[CH:7]=[C:2]([Cl:1])[C:3]=1[CH3:12]. Procedure details: To a stirred solution of 1-(5-chloro-2-hydroxy-4-methylphenyl)ethanone (10 g, 54 mmol, from Aldrich) in acetic acid (100 mL) was added N-bromosuccinimide (12 g, 65 mmol) and the resulting mixture was stirred at room temperature for 18 hours. The reaction mixture was concentrated in vacuo, neutralized with saturated sodium bicarbonate and filtered to remove insoluble succinimide. The filtrate was extracted with ethyl acetate. The combined organic layers were washed with brine, dried over sodium s... The reactants are BrC=1C=CC(=NC1)NC ((5-Bromo-pyridin-2-yl)-methylamine), CC(=O)C (acetone), C(C)#N (acetonitrile), C(C)(=O)O[BH-](OC(C)=O)OC(C)=O.[Na+] (sodium Triacetoxy borohydride). Reaction conditions: time 1 hour. Yields the product BrC=1C=CC(=NC1)CNC(C)C ((5-Bromo-pyridin-2-ylmethyl)-isopropyl-amine). As a reaction SMILES: [Br:1][C:2]1[CH:3]=[CH:4][C:5](NC)=[N:6][CH:7]=1.[CH3:10][C:11]([CH3:13])=O.C(O[BH-](OC(=O)C)OC(=O)C)(=O)C.[Na+].[C:28](#[N:30])C>>[Br:1][C:2]1[CH:3]=[CH:4][C:5]([CH2:28][NH:30][CH:11]([CH3:13])[CH3:10])=[N:6][CH:7]=1 |f:2.3|. Procedure details: To a solution of (5-Bromo-pyridin-2-yl)-methylamine (0.350 g, 1.871 mmol) in dry acetonitrile (7.0 mL) is added acetone (119 mg, 2.05 mmol) at room temperature. After stirring for 1 hour at room temperature, sodium Triacetoxy borohydride (595 mg, 2.807 mmol) is added then stir at room temperature for 16 hours. The volatiles are removed under reduced pressure, diluted with saturated aqueous bicarbonate solution and ethyl acetate. The organic layer separated and aqueous layer is extracted with eth...